From a dataset of the Open Reaction Database (ORD), a public repository of structured organic reaction records. describe an organic reaction: reactants, conditions, products, and yield Starting materials: CC=1OC2=C(N1)C=CC(=C2)[N+](=O)[O-] (2-methyl-6-nitrobenzoxazole), S1(C=CC=C1)(=O)=O (thiophene 1,1-dioxide). Product: 1.57, CC=1OC2=C(N1)C=CC(=C2)N (2-Methyl-6-aminobenzoxazole). Isolated yield 94.0%. As a reaction SMILES: [CH3:1][C:2]1[O:3][C:4]2[CH:10]=[C:9]([N+:11]([O-])=O)[CH:8]=[CH:7][C:5]=2[N:6]=1.S1(=O)(=O)C=CC=C1>>[CH3:1][C:2]1[O:3][C:4]2[CH:10]=[C:9]([NH2:11])[CH:8]=[CH:7][C:5]=2[N:6]=1. Procedure details: This compound was prepared from 2-methyl-6-nitrobenzoxazole (2.0 g, 13.5 mmol) in the same manner described for 5-aminobenxo[b[thiophene 1,1-dioxide, affording 1.57 (94%) of the title compound as a brown solid. MS LC-MS (M+H)+=149.1, RT=0.77 min.